describe an organic reaction: reactants, conditions, products, and yield From a dataset of the Open Reaction Database (ORD), a public repository of structured organic reaction records. Starting materials: CCO, [N-]=[N+]=[N-], [Na+], O=C(c1ccc2ccccc2c1)c1c(Cl)cc(CBr)cc1Cl. The product is [N-]=[N+]=NCc1cc(Cl)c(C(=O)c2ccc3ccccc3c2)c(Cl)c1. As a reaction SMILES: [CH3:27][CH2:28][OH:29].[N-:24]=[N+:25]=[N-:26].[Na+:23].[cH:1]1[c:2]([C:11](=[O:12])[c:13]2[c:14]([Cl:22])[cH:15][c:16]([CH2:17][Br:18])[cH:19][c:20]2[Cl:21])[cH:3][cH:4][c:5]2[cH:6][cH:7][cH:8][cH:9][c:10]12>>[cH:1]1[c:2]([C:11](=[O:12])[c:13]2[c:14]([Cl:22])[cH:15][c:16]([CH2:17][N:24]=[N+:25]=[N-:26])[cH:19][c:20]2[Cl:21])[cH:3][cH:4][c:5]2[cH:6][cH:7][cH:8][cH:9][c:10]12. Starting materials: I(=O)(=O)(=O)[O-].[Na+] (sodium periodate), C(C)(C)(C)OC(NC=1C=C2C=3C(=C(NC3C1)C=C)C=NNC2=O)=O ((6-Oxo-2-vinyl-5,6-dihydro-1H-[1,2]diazepino[4,5,6-cd]indol-8-yl)-carbamic Acid tert-butyl Ester), O1CCCC1 (tetrahydrofuran), C(=O)([O-])[O-].[K+].[K+] (K2CO3), K2OSO2(OH)4, K3Fe(CN)6. The solvent is O (H2O), O (H2O), C(C)(=O)OCC (ethyl acetate), O (water), C(C)(=O)OCC (ethyl acetate), O (water). Yields the product C(C)(C)(C)OC(NC=1C=C2C=3C(=C(NC3C1)C=O)C=NNC2=O)=O ((2-Formyl-6-oxo-5,6-dihydro-1H-[1,2]diazepino[4,5,6-cd]indol-8-yl)-carbamic Acid tert-butyl Ester). The yield is 22.0%. Reaction SMILES: [C:1]([O:5][C:6](=[O:24])[NH:7][C:8]1[CH:9]=[C:10]2[C:22](=[O:23])[NH:21][N:20]=[CH:19][C:12]3=[C:13]([CH:17]=C)[NH:14][C:15]([CH:16]=1)=[C:11]23)([CH3:4])([CH3:3])[CH3:2].[O:25]1CCCC1.C([O-])([O-])=O.[K+].[K+].I([O-])(=O)(=O)=O.[Na+]>C(OCC)(=O)C.O>[C:1]([O:5][C:6](=[O:24])[NH:7][C:8]1[CH:9]=[C:10]2[C:22](=[O:23])[NH:21][N:20]=[CH:19][C:12]3=[C:13]([CH:17]=[O:25])[NH:14][C:15]([CH:16]=1)=[C:11]23)([CH3:2])([CH3:3])[CH3:4] |f:2.3.4,5.6|. Reported procedure: To a solution of the title compound of Example 164 (48 mg, 0.146 mmol) in 1:1 tetrahydrofuran:H2O (4 mL) was added K2CO3 (30 mg, 0.219 mmol), K2OSO2(OH)4 (7 mg) and K3Fe(CN)6 (72 mg, 0.219 mmol). The mixture was stirred at room temperature for 2 hours whereupon water and ethyl acetate were added. Following extractive work-up, the organic layer was then dried, filtered, and concentrated. The residue was dissolved in 1:1 tetrahydrofuran:H2O (2 mL) and sodium periodate (156 mg, 50.73 mmol) was adde...